From a dataset of the Open Reaction Database (ORD), a public repository of structured organic reaction records. describe an organic reaction: reactants, conditions, products, and yield Reactants: solution, carbonyl, C(C1=CC=CC=C1)OCC1NC(CSCC(NC(CNC1)COCC1=CC=CC=C1)=O)=O (5,9-Bis(benzyloxymethyl)-1-thia-4,7,10-triazacyclododecane-3,11-dione), Cl (hydrochloric acid). Run in C1CCOC1 (THF), C1CCOC1 (THF). Conditions: temperature 0 celsius, time 1 hour. Product: C(C1=CC=CC=C1)OCC1NCCSCCNC(CNC1)COCC1=CC=CC=C1 (5,9-Bis(benzyloxymethyl)-1-thia-4,7,10-triazacyclododecane). As a reaction SMILES: [CH2:1]([O:8][CH2:9][CH:10]1[CH2:21][NH:20][CH2:19][CH:18]([CH2:22][O:23][CH2:24][C:25]2[CH:30]=[CH:29][CH:28]=[CH:27][CH:26]=2)[NH:17][C:16](=O)[CH2:15][S:14][CH2:13][C:12](=O)[NH:11]1)[C:2]1[CH:7]=[CH:6][CH:5]=[CH:4][CH:3]=1.Cl>C1COCC1>[CH2:24]([O:23][CH2:22][CH:18]1[CH2:19][NH:20][CH2:21][CH:10]([CH2:9][O:8][CH2:1][C:2]2[CH:7]=[CH:6][CH:5]=[CH:4][CH:3]=2)[NH:11][CH2:12][CH2:13][S:14][CH2:15][CH2:16][NH:17]1)[C:25]1[CH:26]=[CH:27][CH:28]=[CH:29][CH:30]=1. Procedure: 5,9-Bis(benzyloxymethyl)-1-thia-4,7,10-triazacyclododecane-3,11-dione (0.352 g, 0.769 mmol) was dissolved in dry THF (10 ml) and cooled to 0° C. A 1M solution of borohydride -THF complex in THF (5 ml) was added under nitrogen and the mixture was stirred for 1 hour at ambient temperature and refluxed for 0.5 hours. To the cooled solution was added 2M hydrochloric acid (3 ml) and the resulting mixture was evaporated to dryness. Water (1 ml) and 25% ammonia solution (1 ml) was added and the mixture... Starting materials: C(C)OC1=C(C2=C(C(=C(O2)C(=O)O)C)C=C1)OCC (6,7-diethoxy-3-methyl-benzofuran-2-carboxylic acid), C(C)(C)(C)OC(=O)N1CCN(CC1)C1=CC=C(C=C1)N (4-(4-amino-phenyl)-piperazine-1-carboxylic acid tert-butyl ester). Yields the product C(C)(C)(C)OC(=O)N1CCN(CC1)C1=CC=C(C=C1)NC(=O)C=1OC2=C(C1C)C=CC(=C2OCC)OCC (4-{4-[(6,7-diethoxy-3-methyl-benzofuran-2-carbonyl)-amino]-phenyl}-piperazine-1-carboxylic acid tert-butyl ester). As a reaction SMILES: [CH2:1]([O:3][C:4]1[CH:16]=[CH:15][C:7]2[C:8]([CH3:14])=[C:9]([C:11]([OH:13])=O)[O:10][C:6]=2[C:5]=1[O:17][CH2:18][CH3:19])[CH3:2].[C:20]([O:24][C:25]([N:27]1[CH2:32][CH2:31][N:30]([C:33]2[CH:38]=[CH:37][C:36]([NH2:39])=[CH:35][CH:34]=2)[CH2:29][CH2:28]1)=[O:26])([CH3:23])([CH3:22])[CH3:21]>>[C:20]([O:24][C:25]([N:27]1[CH2:32][CH2:31][N:30]([C:33]2[CH:34]=[CH:35][C:36]([NH:39][C:11]([C:9]3[O:10][C:6]4[C:5]([O:17][CH2:18][CH3:19])=[C:4]([O:3][CH2:1][CH3:2])[CH:16]=[CH:15][C:7]=4[C:8]=3[CH3:14])=[O:13])=[CH:37][CH:38]=2)[CH2:29][CH2:28]1)=[O:26])([CH3:23])([CH3:21])[CH3:22]. Procedure details: With a procedure similar to the example above, 4-{4-[(6,7-diethoxy-3-methyl-benzofuran-2-carbonyl)-amino]-phenyl}-piperazine-1-carboxylic acid tert-butyl ester was prepared from 6,7-diethoxy-3-methyl-benzofuran-2-carboxylic acid and 4-(4-amino-phenyl)-piperazine-1-carboxylic acid tert-butyl ester. LCMS calcd for C29H37N3O6 (m/e) 523, obsd 524 (M+H). Starting materials: CCO, O=C1NCCN1CCNc1nccc(-c2cc3cc([N+](=O)[O-])ccc3s2)n1, [Pd]. The product is Nc1ccc2sc(-c3ccnc(NCCN4CCNC4=O)n3)cc2c1. Reaction SMILES: [CH3:28][CH2:29][OH:30].[N+:1]([O-:2])(=[O:3])[c:4]1[cH:5][c:6]2[c:7]([s:8][c:9](-[c:11]3[n:12][c:13]([NH:17][CH2:18][CH2:19][N:20]4[C:21](=[O:25])[NH:22][CH2:23][CH2:24]4)[n:14][cH:15][cH:16]3)[cH:10]2)[cH:26][cH:27]1.[Pd:31]>>[NH2:1][c:4]1[cH:5][c:6]2[c:7]([s:8][c:9](-[c:11]3[n:12][c:13]([NH:17][CH2:18][CH2:19][N:20]4[C:21](=[O:25])[NH:22][CH2:23][CH2:24]4)[n:14][cH:15][cH:16]3)[cH:10]2)[cH:26][cH:27]1. Reactants: CCN(CC)c1ccc(N)cc1, CN1CCCC1=O, CO, COc1ccc(CN(c2cc(Cl)nn3c(C#N)cnc23)C2CC2)cc1. Product: CCN(CC)c1ccc(Nc2cc(N(Cc3ccc(OC)cc3)C3CC3)c3ncc(C#N)n3n2)cc1. Reaction SMILES: [CH2:26]([CH3:27])[N:28]([c:29]1[cH:30][cH:31][c:32]([NH2:35])[cH:33][cH:34]1)[CH2:36][CH3:37].[CH3:38][N:39]1[CH2:40][CH2:41][CH2:42][C:43]1=[O:44].[CH3:45][OH:46].[Cl:1][c:2]1[cH:3][c:4]([N:13]([CH2:14][c:15]2[cH:16][cH:17][c:18]([O:21][CH3:22])[cH:19][cH:20]2)[CH:23]2[CH2:24][CH2:25]2)[c:5]2[n:6]([n:7]1)[c:8]([C:11]#[N:12])[cH:9][n:10]2>>[c:2]1([NH:35][c:32]2[cH:31][cH:30][c:29]([N:28]([CH2:26][CH3:27])[CH2:36][CH3:37])[cH:34][cH:33]2)[cH:3][c:4]([N:13]([CH2:14][c:15]2[cH:16][cH:17][c:18]([O:21][CH3:22])[cH:19][cH:20]2)[CH:23]2[CH2:24][CH2:25]2)[c:5]2[n:6]([n:7]1)[c:8]([C:11]#[N:12])[cH:9][n:10]2. Reactants: C(C=1C(N)=CC=CC1)(=O)O (anthranilic acid), C(C)(C)(C)C=1C=C(C(=O)Cl)C=C(C1O)C(C)(C)C (3,5-di-t-butyl-4-hydroxybenzoyl chloride). The solvent is COCCOC (1,2-dimethoxyethane), COCCOC (1,2-dimethoxyethane). Run at temperature 75 celsius, time 48 hour. Product: C(=O)(O)C1=C(C=CC=C1)NC(C1=CC(=C(C(=C1)C(C)(C)C)O)C(C)(C)C)=O (N-(2-carboxyphenyl)-3,5-di-t-butyl-4-hydroxybenzamide). Yield: 48.1%. RXN SMILES: [C:1]([OH:10])(=[O:9])[C:2]1[C:3](=[CH:5][CH:6]=[CH:7][CH:8]=1)[NH2:4].[C:11]([C:15]1[CH:16]=[C:17]([CH:21]=[C:22]([C:25]([CH3:28])([CH3:27])[CH3:26])[C:23]=1[OH:24])[C:18](Cl)=[O:19])([CH3:14])([CH3:13])[CH3:12]>COCCOC>[C:1]([C:2]1[CH:8]=[CH:7][CH:6]=[CH:5][C:3]=1[NH:4][C:18](=[O:19])[C:17]1[CH:21]=[C:22]([C:25]([CH3:26])([CH3:27])[CH3:28])[C:23]([OH:24])=[C:15]([C:11]([CH3:14])([CH3:13])[CH3:12])[CH:16]=1)([OH:10])=[O:9]. Reported procedure: A solution of 8.6g (0.063 mole) of anthranilic acid in 50 ml of 1,2-dimethoxyethane was added to a suspension of 8.0g (0.0298 mole) of 3,5-di-t-butyl-4-hydroxybenzoyl chloride in 150 ml of 1,2-dimethoxyethane. The reaction mixture was heated at approximately 75° C. for 30 minutes after which time it was stirred for 48 hours at room temperature. The reaction mixture was then filtered, and the filtrate was evaporated to give the crude product as an oil. This oil was triturated with a mixture of et...